This data is from the Open Reaction Database (ORD), a public repository of structured organic reaction records. The task is: describe an organic reaction: reactants, conditions, products, and yield Reactants: NS(=O)(=O)c1cccc(CCCOCCCCCCCN(Cc2ccccc2)CC(O)c2ccc(O)c(CO)c2)c1, CO. Yields the product NS(=O)(=O)c1cccc(CCCOCCCCCCCNCC(O)c2ccc(O)c(CO)c2)c1. As a reaction SMILES: [CH2:1]([c:2]1[cH:3][cH:4][cH:5][cH:6][cH:7]1)[N:8]([CH2:9][CH2:10][CH2:11][CH2:12][CH2:13][CH2:14][CH2:15][O:16][CH2:17][CH2:18][CH2:19][c:20]1[cH:21][c:22]([S:26](=[O:27])(=[O:28])[NH2:29])[cH:23][cH:24][cH:25]1)[CH2:30][CH:31]([c:32]1[cH:33][c:34]([CH2:39][OH:40])[c:35]([OH:38])[cH:36][cH:37]1)[OH:41].[CH3:42][OH:43]>>[NH:8]([CH2:9][CH2:10][CH2:11][CH2:12][CH2:13][CH2:14][CH2:15][O:16][CH2:17][CH2:18][CH2:19][c:20]1[cH:21][c:22]([S:26](=[O:27])(=[O:28])[NH2:29])[cH:23][cH:24][cH:25]1)[CH2:30][CH:31]([c:32]1[cH:33][c:34]([CH2:39][OH:40])[c:35]([OH:38])[cH:36][cH:37]1)[OH:41]. Starting materials: III, C(C)OC(CC1C(C2COCC(C1)N2C(=O)OC(C)(C)C)=O)=O (tert-butyl 7-(2-ethoxy-2-oxo-ethyl)-6-oxo-3-oxa-9-azabicyclo[3.3.1]nonane-9-carboxylate), FC(C(=O)O)(F)F (trifluoroacetic acid), C([O-])([O-])=O.[K+].[K+] (potassium carbonate), C(C)(C)N(C(C)C)CC (N,N-diisopropylethylamine), ClC(=O)OCC1=CC=CC=C1 (benzyl chloroformate). The solvent is ClCCl (dichloromethane), CN(C=O)C (dimethylformamide). Reaction conditions: time 1 hour. Product: C(C)OC(CC1C(C2COCC(C1)N2C(=O)OCC2=CC=CC=C2)=O)=O (benzyl 7-(2-ethoxy-2-oxo-ethyl)-6-oxo-3-oxa-9-azabicyclo[3.3.1]nonane-9-carboxylate). Isolated yield 89.9%. Reaction SMILES: [CH2:1]([O:3][C:4](=[O:23])[CH2:5][CH:6]1[CH2:13][CH:12]2[N:14]([C:15]([O:17][C:18]([CH3:21])(C)C)=[O:16])[CH:8]([CH2:9][O:10][CH2:11]2)[C:7]1=[O:22])[CH3:2].FC(F)(F)C(O)=O.C(=O)([O-])[O-].[K+].[K+].C(N(CC)C(C)C)(C)C.ClC(OC[C:51]1[CH:56]=[CH:55]C=[CH:53][CH:52]=1)=O>CN(C)C=O.ClCCl>[CH2:1]([O:3][C:4](=[O:23])[CH2:5][CH:6]1[CH2:13][CH:12]2[N:14]([C:15]([O:17][CH2:18][C:21]3[CH:55]=[CH:56][CH:51]=[CH:52][CH:53]=3)=[O:16])[CH:8]([CH2:9][O:10][CH2:11]2)[C:7]1=[O:22])[CH3:2] |f:2.3.4|. Procedure: Step II and III: a mixture of tert-butyl 7-(2-ethoxy-2-oxo-ethyl)-6-oxo-3-oxa-9-azabicyclo[3.3.1]nonane-9-carboxylate 125b (654 mg, 2.0 mmol), trifluoroacetic acid (1.0 mL) and dichloromethane (2.0 mL) was stirred at room temperature for one hour. The reaction mixture was concentrated. The residue was dissolved in dimethylformamide (5.0 mL), followed by adding potassium carbonate (700 mg, 5.0 mmol) and N,N-diisopropylethylamine (0.3 mL). The result mixture was warmed to 40° C., then added dropwi... The reactants are CCOC(=O)c1c[nH]cc1C, [Na+], CN(C)C=O, [OH-], O, O=P(Cl)(Cl)Cl. Product: CCOC(=O)c1c[nH]c(C=O)c1C. RXN SMILES: [CH2:6]([CH3:7])[O:8][C:9](=[O:10])[c:11]1[cH:12][nH:13][cH:14][c:15]1[CH3:16].[Na+:18].[O:19]=[CH:20][N:21]([CH3:22])[CH3:23].[OH-:17].[OH2:24].[P:1]([Cl:2])([Cl:3])([Cl:4])=[O:5]>>[CH2:6]([CH3:7])[O:8][C:9](=[O:10])[c:11]1[cH:12][nH:13][c:14]([CH:20]=[O:19])[c:15]1[CH3:16]. Reactants: Br, CC(=O)O, COc1c(F)c(F)cc2c(=O)c(C(=O)O)cn(C3CC3)c12, O. RXN SMILES: [BrH:22].[C:23]([OH:24])(=[O:25])[CH3:26].[CH:1]1([n:4]2[cH:5][c:6]([C:19](=[O:20])[OH:21])[c:7](=[O:18])[c:8]3[cH:9][c:10]([F:17])[c:11]([F:16])[c:12]([O:14][CH3:15])[c:13]23)[CH2:2][CH2:3]1.[OH2:27]>>[CH:1]1([n:4]2[cH:5][c:6]([C:19](=[O:20])[OH:21])[c:7](=[O:18])[c:8]3[cH:9][c:10]([F:17])[c:11]([F:16])[c:12]([OH:14])[c:13]23)[CH2:2][CH2:3]1. Yields the product O=C(O)c1cn(C2CC2)c2c(O)c(F)c(F)cc2c1=O.